From a dataset of the Open Reaction Database (ORD), a public repository of structured organic reaction records. describe an organic reaction: reactants, conditions, products, and yield Reactants: CC(C)(C)OC(=O)Nc1ncc(C(=O)NCC2CCN(S(=O)(=O)CCc3ccccc3)CC2)cn1, Cl, C1COCCO1. Yields the product Nc1ncc(C(=O)NCC2CCN(S(=O)(=O)CCc3ccccc3)CC2)cn1. Reaction SMILES: [C:1]([O:2][C:3](=[O:4])[NH:7][c:8]1[n:9][cH:10][c:11]([C:14]([NH:15][CH2:16][CH:17]2[CH2:18][CH2:19][N:20]([S:23](=[O:24])(=[O:25])[CH2:26][CH2:27][c:28]3[cH:29][cH:30][cH:31][cH:32][cH:33]3)[CH2:21][CH2:22]2)=[O:34])[cH:12][n:13]1)([CH3:5])([CH3:6])[CH3:35].[ClH:36].[O:37]1[CH2:38][CH2:39][O:40][CH2:41][CH2:42]1>>[NH2:7][c:8]1[n:9][cH:10][c:11]([C:14]([NH:15][CH2:16][CH:17]2[CH2:18][CH2:19][N:20]([S:23](=[O:24])(=[O:25])[CH2:26][CH2:27][c:28]3[cH:29][cH:30][cH:31][cH:32][cH:33]3)[CH2:21][CH2:22]2)=[O:34])[cH:12][n:13]1. Reactants: CS(=O)(=O)OC1CCN(CC1)C(=O)OC(C)(C)C (tert-butyl 4-[(methylsulfonyl)oxy]piperidine-1-carboxylate), C1CCC2=NCCCN2CC1 (DBU), ice water. The solvent is C1CCOC1 (THF). Product: N1(CCC=CC1)C(=O)OC(C)(C)C (tert-butyl 3,6-dihydropyridine-1(2H)-carboxylate). Reaction SMILES: CS(O[CH:6]1[CH2:11][CH2:10][N:9]([C:12]([O:14][C:15]([CH3:18])([CH3:17])[CH3:16])=[O:13])[CH2:8][CH2:7]1)(=O)=O.C1CCN2C(=NCCC2)CC1>C1COCC1>[N:9]1([C:12]([O:14][C:15]([CH3:18])([CH3:17])[CH3:16])=[O:13])[CH2:8][CH:7]=[CH:6][CH2:11][CH2:10]1. Procedure details: A solution of tert-butyl 4-[(methylsulfonyl)oxy]piperidine-1-carboxylate (312 g, 1.12 mol) and DBU (400 g, 2.24 mol) in THF (4.5 L) was heated to reflux overnight. The mixture was poured into ice-water (2 L) and then extracted with EtOAc (2 L). The combined organic phase was washed with 1 M HCl solution (4 L×2), aq. NaHCO3 (4 L), and dried over anhydrous sodium sulfate. The residue was concentrated to afford tert-butyl 3,6-dihydropyridine-1(2H)-carboxylate, which was used in the next step withou... Starting materials: COC(=O)c1ccc(NC(=O)CCC(=O)N2CCC(CN(C(=O)OC(C)(C)C)C(C)c3cccc4ccccc34)C(c3cccc(F)c3)C2)cc1, C1CCOC1, CCOC(C)=O, CO, [Na+], [OH-], O. Yields the product CC(c1cccc2ccccc12)N(CC1CCN(C(=O)CCC(=O)Nc2ccc(C(=O)O)cc2)CC1c1cccc(F)c1)C(=O)OC(C)(C)C. As a reaction SMILES: [C:1]([CH3:2])([CH3:3])([CH3:4])[O:5][C:6](=[O:7])[N:8]([CH:9]([CH3:10])[c:11]1[cH:12][cH:13][cH:14][c:15]2[cH:16][cH:17][cH:18][cH:19][c:20]12)[CH2:21][CH:22]1[CH:23]([c:45]2[cH:46][c:47]([F:51])[cH:48][cH:49][cH:50]2)[CH2:24][N:25]([C:28]([CH2:29][CH2:30][C:31](=[O:32])[NH:33][c:34]2[cH:35][cH:36][c:37]([C:38](=[O:39])[O:40][CH3:41])[cH:42][cH:43]2)=[O:44])[CH2:26][CH2:27]1.[CH2:61]1[O:62][CH2:63][CH2:64][CH2:65]1.[CH3:54][CH2:55][O:56][C:57](=[O:58])[CH3:59].[CH3:66][OH:67].[Na+:53].[OH-:52].[OH2:60]>>[C:1]([CH3:2])([CH3:3])([CH3:4])[O:5][C:6](=[O:7])[N:8]([CH:9]([CH3:10])[c:11]1[cH:12][cH:13][cH:14][c:15]2[cH:16][cH:17][cH:18][cH:19][c:20]12)[CH2:21][CH:22]1[CH:23]([c:45]2[cH:46][c:47]([F:51])[cH:48][cH:49][cH:50]2)[CH2:24][N:25]([C:28]([CH2:29][CH2:30][C:31](=[O:32])[NH:33][c:34]2[cH:35][cH:36][c:37]([C:38](=[O:39])[OH:40])[cH:42][cH:43]2)=[O:44])[CH2:26][CH2:27]1. Reactants: [Br-], C#C[Mg+], O=Cc1sc(C(F)F)cc1Cl. Yields the product C#CC(O)c1sc(C(F)F)cc1Cl. RXN SMILES: [Br-:12].[C:13](#[CH:14])[Mg+:15].[Cl:1][c:2]1[c:3]([CH:10]=[O:11])[s:4][c:5]([CH:7]([F:8])[F:9])[cH:6]1>>[Cl:1][c:2]1[c:3]([CH:10]([OH:11])[C:13]#[CH:14])[s:4][c:5]([CH:7]([F:8])[F:9])[cH:6]1.